From a dataset of the Open Reaction Database (ORD), a public repository of structured organic reaction records. describe an organic reaction: reactants, conditions, products, and yield The solvent is C(C)O (ethanol). Procedure: A mixture of 1,1-difluoro-2,5-diphthalimido-4-methylene-pentane (7.77 g, 19 mmoles) prepared as in Step D above, and hydrazine hydrate (38 mL of a 1 M solution in ethanol) is heated for 5 hours at 90° C. After addition of water (30 mL) and concentrated hydrochloric acid (60 mL) heating is continued for one more hour at 90° C. After filtration, and evaporation to dryness, the residue is dissolved in water, and the remaining phthalhydrazide is elimated by filtration. Concentration under vacuum aff... Reactants: FC(C(CC(CN1C(C=2C(C1=O)=CC=CC2)=O)=C)N2C(C=1C(C2=O)=CC=CC1)=O)F (1,1-difluoro-2,5-diphthalimido-4-methylene-pentane), O.NN (hydrazine hydrate), solution, O (water), Cl (hydrochloric acid). Reaction SMILES: [F:1][CH:2]([F:30])[CH:3]([N:19]1C(=O)C2=CC=CC=C2C1=O)[CH2:4][C:5](=[CH2:18])[CH2:6][N:7]1C(=O)C2=CC=CC=C2C1=O.O.NN.O.[ClH:35]>C(O)C>[ClH:35].[ClH:35].[F:1][CH:2]([F:30])[CH:3]([NH2:19])[CH2:4][C:5](=[CH2:18])[CH2:6][NH2:7] |f:1.2,6.7.8|. Conditions: temperature 90 celsius. The product is Cl.Cl.FC(C(CC(CN)=C)N)F (1,1-Difluoro-2,5-diamino-4-methylene-pentane, dihydrochloride). Starting materials: ice water, C(C)OC(NC1=C(C=C(C=C1)[N+](=O)[O-])Cl)=O ((2-Chloro-4-nitrophenyl)-carbamic acid ethyl ester), C(C)(=O)O (acetic acid). Run in O1CCCC1 (tetrahydrofuran). Yields the product C(C)OC(NC1=C(C=C(C=C1)N)Cl)=O ((4-Amino-2-chlorophenyl)-carbamic acid ethyl ester). Yield: 64.1%. Reaction SMILES: [CH2:1]([O:3][C:4](=[O:16])[NH:5][C:6]1[CH:11]=[CH:10][C:9]([N+:12]([O-])=O)=[CH:8][C:7]=1[Cl:15])[CH3:2].C(O)(=O)C>O1CCCC1>[CH2:1]([O:3][C:4](=[O:16])[NH:5][C:6]1[CH:11]=[CH:10][C:9]([NH2:12])=[CH:8][C:7]=1[Cl:15])[CH3:2]. Reported procedure: To a cold (ice/water bath) vigorously stirred solution of crude (2-Chloro-4-nitrophenyl)-carbamic acid ethyl ester (5.8 g, 21.8 mmol) in tetrahydrofuran (THF) (100 mL) and acetic acid (12 mL) zinc powder (20 g) was added by small portions maintaining the temperature below 40° C. The mixture was allowed to warm slowly to room temperature and after reaction completion (1 hour) it was filtered via a plug of SiO2 (20 g) with ethyl acetate as an eluent. The obtained solution was evaporated in vacuo a... Procedure details: To a solution of methyl 1-[2-oxo-2-(pyridin-3-yl)ethyl]-1H-pyrrole-2-carboxylate (84 mg, 0.34 mmol) in 1,4-dioxane (15 mL) was added ethane-1,2-diamine (0.65 mL, 9.7 mmol). The solution was heated at reflux for 3 days. The mixture was then concentrated in vacuo to give an oily solid. The material was purified by flash chromatography (Silica gel, gradient 5-9% methanol in CH2Cl2) to yield 10a-(pyridin-3-yl)-2,3,10,10a-tetrahydro-1H,5H-imidazo[1,2-a]pyrrolo[1,2-d]pyrazin-5-one (102) as an off-whit... As a reaction SMILES: O=[C:2]([C:13]1[CH:14]=[N:15][CH:16]=[CH:17][CH:18]=1)[CH2:3][N:4]1[CH:8]=[CH:7][CH:6]=[C:5]1[C:9]([O:11]C)=O.[CH2:19]([NH2:22])[CH2:20][NH2:21]>O1CCOCC1>[N:15]1[CH:16]=[CH:17][CH:18]=[C:13]([C:2]23[NH:22][CH2:19][CH2:20][N:21]2[C:9](=[O:11])[C:5]2[N:4]([CH:8]=[CH:7][CH:6]=2)[CH2:3]3)[CH:14]=1. Reactants: O=C(CN1C(=CC=C1)C(=O)OC)C=1C=NC=CC1 (methyl 1-[2-oxo-2-(pyridin-3-yl)ethyl]-1H-pyrrole-2-carboxylate), C(CN)N (ethane-1,2-diamine). Yields the product N1=CC(=CC=C1)C12N(C(C=3N(C1)C=CC3)=O)CCN2 (10a-(pyridin-3-yl)-2,3,10,10a-tetrahydro-1H,5H-imidazo[1,2-a]pyrrolo[1,2-d]pyrazin-5-one). The solvent is O1CCOCC1 (1,4-dioxane). Isolated yield 86.7%. Reactants: ClC1=NC2=CC=C(C=C2N=C1N(C(C)C)C)C(=O)OC (methyl 2-chloro-3-[methyl(propan-2-yl)amino]quinoxaline-6-carboxylate), CC1(OB(OC1(C)C)C=1C=CC2=C(C(=CO2)C)C1)C (4,4,5,5-tetramethyl-2-(3-methyl-1-benzofuran-5-yl)-1,3,2-dioxaborolane), [O-]P(=O)([O-])[O-].[K+].[K+].[K+] (K3PO4). Reagents/catalysts: O (water), C=1C=CC(=CC1)[P](C=2C=CC=CC2)(C=3C=CC=CC3)[Pd]([P](C=4C=CC=CC4)(C=5C=CC=CC5)C=6C=CC=CC6)([P](C=7C=CC=CC7)(C=8C=CC=CC8)C=9C=CC=CC9)[P](C=1C=CC=CC1)(C=1C=CC=CC1)C=1C=CC=CC1 (Pd(PPh3)4). Run in O1CCOCC1 (1,4-dioxane). Run at temperature 90 celsius, time 5 hour. Yields the product CN(C=1C(=NC2=CC=C(C=C2N1)C(=O)OC)C=1C=CC2=C(C(=CO2)C)C1)C(C)C (methyl 3-[methyl(propan-2-yl)amino]-2-(3-methyl-1-benzofuran-5-yl)quinoxaline-6-carboxylate). The yield is 78.5%. As a reaction SMILES: Cl[C:2]1[C:11]([N:12]([CH3:16])[CH:13]([CH3:15])[CH3:14])=[N:10][C:9]2[C:4](=[CH:5][CH:6]=[C:7]([C:17]([O:19][CH3:20])=[O:18])[CH:8]=2)[N:3]=1.CC1(C)C(C)(C)OB([C:29]2[CH:30]=[CH:31][C:32]3[O:36][CH:35]=[C:34]([CH3:37])[C:33]=3[CH:38]=2)O1.[O-]P([O-])([O-])=O.[K+].[K+].[K+]>O1CCOCC1.O.C1C=CC([P]([Pd]([P](C2C=CC=CC=2)(C2C=CC=CC=2)C2C=CC=CC=2)([P](C2C=CC=CC=2)(C2C=CC=CC=2)C2C=CC=CC=2)[P](C2C=CC=CC=2)(C2C=CC=CC=2)C2C=CC=CC=2)(C2C=CC=CC=2)C2C=CC=CC=2)=CC=1>[CH3:16][N:12]([CH:13]([CH3:15])[CH3:14])[C:11]1[C:2]([C:29]2[CH:30]=[CH:31][C:32]3[O:36][CH:35]=[C:34]([CH3:37])[C:33]=3[CH:38]=2)=[N:3][C:4]2[C:9]([N:10]=1)=[CH:8][C:7]([C:17]([O:19][CH3:20])=[O:18])=[CH:6][CH:5]=2 |f:2.3.4.5,^1:58,60,79,98|. Procedure: To a solution of methyl 2-chloro-3-[methyl(propan-2-yl)amino]quinoxaline-6-carboxylate (150 mg, 0.36 mmol) in 1,4-dioxane (6 mL) was added 4,4,5,5-tetramethyl-2-(3-methyl-1-benzofuran-5-yl)-1,3,2-dioxaborolane (350 mg, 1.36 mmol), Pd(PPh3)4 (40 mg, 0.034 mmol), K3PO4 (430 mg, 2.04 mmol) and water (5 drops) with stirring for 5 h at 90° C. under an inert atmosphere of nitrogen in an oil bath. The reaction mixture was concentrated under vacuum to give the residue, which was purified via silica gel ... The reactants are COc1ccc2c(c1)-c1nnc(-c3c(-c4ccccc4)noc3C)n1C2, CCOCC, ClCCl, O. The product is Cc1onc(-c2ccccc2)c1-c1nnc2n1Cc1ccc(O)cc1-2. As a reaction SMILES: [CH3:1][O:2][c:3]1[cH:4][cH:5][c:6]2[c:10]([cH:11]1)-[c:9]1[n:8]([c:14](-[c:15]3[c:16](-[c:21]4[cH:22][cH:23][cH:24][cH:25][cH:26]4)[n:17][o:18][c:19]3[CH3:20])[n:13][n:12]1)[CH2:7]2.[CH3:27][CH2:28][O:29][CH2:30][CH3:31].[Cl:33][CH2:34][Cl:35].[OH2:32]>>[OH:2][c:3]1[cH:4][cH:5][c:6]2[c:10]([cH:11]1)-[c:9]1[n:8]([c:14](-[c:15]3[c:16](-[c:21]4[cH:22][cH:23][cH:24][cH:25][cH:26]4)[n:17][o:18][c:19]3[CH3:20])[n:13][n:12]1)[CH2:7]2.